Dataset: the Open Reaction Database (ORD), a public repository of structured organic reaction records. Task: describe an organic reaction: reactants, conditions, products, and yield The reactants are O=P(Cl)(Cl)Cl, O=c1ccc2ccccc2[nH]1. Yields the product Clc1ccc2ccccc2n1. RXN SMILES: [P:12]([Cl:13])([Cl:14])([Cl:15])=[O:16].[nH:1]1[c:2](=[O:11])[cH:3][cH:4][c:5]2[cH:6][cH:7][cH:8][cH:9][c:10]12>>[n:1]1[c:2]([Cl:14])[cH:3][cH:4][c:5]2[cH:6][cH:7][cH:8][cH:9][c:10]12. Reactants: Cl (HCl), [Li+].CC(C)[N-]C(C)C (LDA), ester, C(C)(C)(C)OC(=O)NC1(CC1)C(=O)O (1-tert-butoxycarbonylamino-cyclopropanecarboxylic acid), C(C)(C)(C)OC(=O)NC1(CC1)C(=O)O (1-tert-Butoxycarbonylamino-cyclopropanecarboxylic acid), FC1=C(C(=C(C(=C1O)F)F)F)F (pentafluorophenol), CCN=C=NCCCN(C)C (EDAC), COC(C)=O (methylacetate). The reagents and catalysts are CN(C)C=1C=CN=CC1 (DMAP). Run in C1CCOC1 (THF), C1CCOC1 (THF), C(Cl)Cl (CH2Cl2). Run at time 50 minute. Product: COC(CC(=O)C1(CC1)NC(=O)OC(C)(C)C)=O (3-(1-tert-Butoxycarbonylamino-cyclopropyl)-3-oxo-propionic acid methyl ester). Yield: 39.7%. RXN SMILES: [C:1]([O:5][C:6]([NH:8][C:9]1([C:12]([OH:14])=O)[CH2:11][CH2:10]1)=[O:7])([CH3:4])([CH3:3])[CH3:2].FC1C(O)=C(F)C(F)=C(F)C=1F.CCN=C=NCCCN(C)C.Cl.[Li+].CC([N-]C(C)C)C.[CH3:47][O:48][C:49](=[O:51])[CH3:50]>C(Cl)Cl.CN(C1C=CN=CC=1)C.C1COCC1>[CH3:47][O:48][C:49](=[O:51])[CH2:50][C:12]([C:9]1([NH:8][C:6]([O:5][C:1]([CH3:2])([CH3:3])[CH3:4])=[O:7])[CH2:10][CH2:11]1)=[O:14] |f:4.5|. Reported procedure: To 1-tert-Butoxycarbonylamino-cyclopropanecarboxylic acid 1 (2.077 g, 10.3 mmol) in CH2Cl2 (44 mL) was added DMAP (258 mg, 2.11 mmol), pentafluorophenol (2.100 g, 11.4 mmol) and EDAC (2.369 g, 12.3 mmol) and the reaction mixture was stirred at rt for 1 h 50 min. 1M HCl (aq) (40 mL) was added, the layers were separated and, after washing with saturated NaHCO3 (aq) (40 mL) and then with saturated brine (40 mL), the organic layer was dried (MgSO4), concentrated in vacuo, and placed under high vacuu... The reactants are [C-]#N, Cc1cccc(C)c1N, N#C[K]. Yields the product Cc1cccc(C)c1C#N. As a reaction SMILES: [C-:13]#[N:14].[CH3:1][c:2]1[c:3]([NH2:4])[c:5]([CH3:9])[cH:6][cH:7][cH:8]1.[K:10][C:11]#[N:12]>>[CH3:1][c:2]1[c:3]([C:11]#[N:12])[c:5]([CH3:9])[cH:6][cH:7][cH:8]1. The reactants are CC(C)n1nc(CCNC(=O)OCc2ccccc2)c(CC2OCCO2)c1-c1ccc(F)cc1, O=C(O)C(F)(F)F. Product: CC(C)n1nc2c(c1-c1ccc(F)cc1)CCNCC2. RXN SMILES: [CH2:1]([O:2][C:3](=[O:4])[NH:10][CH2:11][CH2:12][c:13]1[n:14][n:15]([CH:31]([CH3:32])[CH3:33])[c:16](-[c:24]2[cH:25][cH:26][c:27]([F:30])[cH:28][cH:29]2)[c:17]1[CH2:18][CH:19]1[O:5][CH2:6][CH2:7][O:8]1)[c:9]1[cH:20][cH:21][cH:22][cH:23][cH:34]1.[F:35][C:36]([F:37])([F:38])[C:39]([OH:40])=[O:41]>>[NH:10]1[CH2:11][CH2:12][c:13]2[n:14][n:15]([CH:31]([CH3:32])[CH3:33])[c:16](-[c:24]3[cH:25][cH:26][c:27]([F:30])[cH:28][cH:29]3)[c:17]2[CH2:18][CH2:19]1. Starting materials: C(C)(=O)OCC (ethyl acetate), O=C1[C@@H](CNC2=C(N1)C=CC=C2)NC(=O)OC(C)(C)C ((R)-(+)-2-oxo-3-tert-butoxycarbonylamino-1,3,4,5-tetrahydro-2H-1,5-benzodiazepine), C1=CCCCCCC1 (cyclooctene). Reagents/catalysts: [C].[Pd] (palladium carbon). Run in C1(CCCCC1)=O (cyclohexanone). Run at temperature 145 celsius, time 2.5 hour. Yields the product O=C1[C@@H](CN(C2=C(N1)C=CC=C2)C2=CC=CC=C2)NC(=O)OC(C)(C)C ((R)-(−)-2-oxo-3-tert-butoxycarbonylamino-5-phenyl-1,3,4,5-tetrahydro-2H-1,5-benzodiazepine). The yield is 50.2%. Reaction SMILES: [O:1]=[C:2]1[NH:8][C:7]2[CH:9]=[CH:10][CH:11]=[CH:12][C:6]=2[NH:5][CH2:4][C@H:3]1[NH:13][C:14]([O:16][C:17]([CH3:20])([CH3:19])[CH3:18])=[O:15].[CH:21]1[CH2:28][CH2:27][CH2:26][CH2:25][CH2:24]CC=1.C(OCC)(=O)C>C1(=O)CCCCC1.[C].[Pd]>[O:1]=[C:2]1[NH:8][C:7]2[CH:9]=[CH:10][CH:11]=[CH:12][C:6]=2[N:5]([C:24]2[CH:25]=[CH:26][CH:27]=[CH:28][CH:21]=2)[CH2:4][C@H:3]1[NH:13][C:14]([O:16][C:17]([CH3:20])([CH3:19])[CH3:18])=[O:15] |f:4.5|. Reported procedure: To a solution of 5 g of (R)-(+)-2-oxo-3-tert-butoxycarbonylamino-1,3,4,5-tetrahydro-2H-1,5-benzodiazepine in 25 ml of cyclohexanone were added 5.96 g of cyclooctene and 0.5 g of 10% palladium carbon. The mixture was stirred at the internal temperature of 145° C. for 2.5 hours. After the reaction mixture was cooled to room temperature, 20 ml of ethyl acetate was added. The mixture was filtered and the filtrate was concentrated under reduced pressure. The residue was crystallized by adding thereto... The product is CC(=O)Nc1nc(-c2ccc(C=O)cc2)c(-c2ccc(S(C)(=O)=O)cc2)s1. As a reaction SMILES: [CH3:28][OH:29].[CH:30]([Cl:31])([Cl:32])[Cl:33].[OH:1][CH2:2][c:3]1[cH:4][cH:5][c:6](-[c:9]2[n:10][c:11]([NH:24][C:25]([CH3:26])=[O:27])[s:12][c:13]2-[c:14]2[cH:15][cH:16][c:17]([S:20](=[O:21])(=[O:22])[CH3:23])[cH:18][cH:19]2)[cH:7][cH:8]1>>[O:1]=[CH:2][c:3]1[cH:4][cH:5][c:6](-[c:9]2[n:10][c:11]([NH:24][C:25]([CH3:26])=[O:27])[s:12][c:13]2-[c:14]2[cH:15][cH:16][c:17]([S:20](=[O:21])(=[O:22])[CH3:23])[cH:18][cH:19]2)[cH:7][cH:8]1. Reactants: CO, ClC(Cl)Cl, CC(=O)Nc1nc(-c2ccc(CO)cc2)c(-c2ccc(S(C)(=O)=O)cc2)s1.